Dataset: the Open Reaction Database (ORD), a public repository of structured organic reaction records. Task: describe an organic reaction: reactants, conditions, products, and yield Solvent: C(C)O (ethanol), CO (methanol). Reactants: Cl.N1CCC2(CC1)OC1=C(C(C2)=O)C=CC=C1 (spiro[2H-1-benzopyran-2,4'-piperidin]-4(3H)-one, hydrochloride), [BH4-].[Na+] (sodium borohydride). Procedure details: To a stirred solution of the spiro[2H-1-benzopyran-2,4'-piperidin]-4(3H)-one, hydrochloride (53 mg, 0.21 mmol) in methanol (5 mL) at 0° C., was added sodium borohydride (38 mg, 1 mmol) in several portions. After 30 minutes the mixture was evaporated and then treated with concentrated hydrochloric acid (2 mL) for 30 min. Evaporation gave a residue which was hydrogenated with palladium on carbon (10%, 10 mg), H2 (1 atm) in ethanol for two hours. Filtration to remove the catalyst gave the crude int... The reagents and catalysts are [Pd] (palladium on carbon). Reaction SMILES: Cl.[NH:2]1[CH2:7][CH2:6][C:5]2([CH2:12][C:11](=O)[C:10]3[CH:14]=[CH:15][CH:16]=[CH:17][C:9]=3[O:8]2)[CH2:4][CH2:3]1.[BH4-].[Na+]>CO.[Pd].C(O)C>[NH:2]1[CH2:7][CH2:6][C:5]2([CH2:12][CH2:11][C:10]3[CH:14]=[CH:15][CH:16]=[CH:17][C:9]=3[O:8]2)[CH2:4][CH2:3]1 |f:0.1,2.3|. The yield is 208.5%. Product: N1CCC2(CC1)OC1=C(CC2)C=CC=C1 (3,4-Dihydrospiro[2H-1-benzopyran-2,4'-piperidine]). Reactants: Brc1ccccc1, COC(=O)c1cc2c(OC)c(OC)c(OC)cc2[nH]1, [K+], CN(C)C=O, [OH-], O. Product: COC(=O)c1cc2c(OC)c(OC)c(OC)cc2n1-c1ccccc1. As a reaction SMILES: [Br:20][c:21]1[cH:22][cH:23][cH:24][cH:25][cH:26]1.[CH3:1][O:2][c:3]1[c:4]2[cH:5][c:6]([C:16](=[O:17])[O:18][CH3:19])[nH:7][c:8]2[cH:9][c:10]([O:14][CH3:15])[c:11]1[O:12][CH3:13].[K+:28].[O:29]=[CH:30][N:31]([CH3:32])[CH3:33].[OH-:27].[OH2:34]>>[CH3:1][O:2][c:3]1[c:4]2[cH:5][c:6]([C:16](=[O:17])[O:18][CH3:19])[n:7](-[c:21]3[cH:22][cH:23][cH:24][cH:25][cH:26]3)[c:8]2[cH:9][c:10]([O:14][CH3:15])[c:11]1[O:12][CH3:13]. The reactants are C(C1=CC=CC=C1)(C1=CC=CC=C1)(C1=CC=CC=C1)O (trityl alcohol), solid, [BH4-].[Na+] (sodium borohydride), C(CCCCCC)[C@@H]1C[C@@H](OC1=O)CSC(C)=O (Thioacetic acid S-((2R,4R)-4-heptyl-5-oxo-tetrahydrofuran-2- ylmethyl)ester). The solvent is CO (methanol). Reaction conditions: time 1 hour. Yields the product C(CCCCCC)[C@H]1C(O[C@H](C1)CSC(C1=CC=CC=C1)(C1=CC=CC=C1)C1=CC=CC=C1)=O ((3R,5R)-3-Heptyl-5-tritylsulfanylmethyl-dihydrofuran-2-one). Yield: 61.0%. RXN SMILES: [CH2:1]([C@H:8]1[C:12](=[O:13])[O:11][C@@H:10]([CH2:14][S:15]C(=O)C)[CH2:9]1)[CH2:2][CH2:3][CH2:4][CH2:5][CH2:6][CH3:7].[BH4-].[Na+].[C:21](O)([C:34]1[CH:39]=[CH:38][CH:37]=[CH:36][CH:35]=1)([C:28]1[CH:33]=[CH:32][CH:31]=[CH:30][CH:29]=1)[C:22]1[CH:27]=[CH:26][CH:25]=[CH:24][CH:23]=1>CO>[CH2:1]([C@@H:8]1[CH2:9][C@H:10]([CH2:14][S:15][C:21]([C:34]2[CH:39]=[CH:38][CH:37]=[CH:36][CH:35]=2)([C:28]2[CH:33]=[CH:32][CH:31]=[CH:30][CH:29]=2)[C:22]2[CH:27]=[CH:26][CH:25]=[CH:24][CH:23]=2)[O:11][C:12]1=[O:13])[CH2:2][CH2:3][CH2:4][CH2:5][CH2:6][CH3:7] |f:1.2|. Procedure: To a solution of the product of Example 13 in 100 mL of methanol, cooled to 0° C., was added 2.69 g (0.071 mol) of solid sodium borohydride in portions over 15 minutes. The reaction was then concentrated in vacuo, acidified with 10% HCl solution and extracted with methylene chloride. The combined organic layers were washed with water and brine, dried over MgSO4, filtered and concentrated in vacuo. The resulting crude thiol was dissolved in 50 mL of trifluoroacetic acid and 5.98 g (0.023 mol) of ... The reactants are C1CCOC1, Cc1oc(-c2ccccc2)nc1CCO, Cc1cccc(C)c1O, CCOC(=O)N=NC(=O)OCC, O. The product is Cc1cccc(C)c1OCCc1nc(-c2ccccc2)oc1C. RXN SMILES: [CH2:38]1[O:39][CH2:40][CH2:41][CH2:42]1.[CH3:10][c:11]1[c:12]([CH2:22][CH2:23][OH:24])[n:13][c:14](-[c:16]2[cH:17][cH:18][cH:19][cH:20][cH:21]2)[o:15]1.[CH3:1][c:2]1[c:3]([OH:9])[c:4]([CH3:8])[cH:5][cH:6][cH:7]1.[O:25]=[C:26]([O:27][CH2:28][CH3:29])[N:30]=[N:31][C:32]([O:33][CH2:34][CH3:35])=[O:36].[OH2:37]>>[CH3:1][c:2]1[c:3]([O:9][CH2:23][CH2:22][c:12]2[c:11]([CH3:10])[o:15][c:14](-[c:16]3[cH:17][cH:18][cH:19][cH:20][cH:21]3)[n:13]2)[c:4]([CH3:8])[cH:5][cH:6][cH:7]1.